From a dataset of the Open Reaction Database (ORD), a public repository of structured organic reaction records. describe an organic reaction: reactants, conditions, products, and yield Starting materials: CC(=O)C1=C(C=CC(=C1)OCC(F)(F)F)OCC(F)(F)F (2,5-bis(2,2,2-trifluoroethoxy)acetophenone), C(C1=CC=C(C=C1)OC)=O (p-anisaldehyde). Yields the product FC(COC1=C(C=C(C=C1)OCC(F)(F)F)C(C=CC1=CC=C(C=C1)OC)=O)(F)F (1-[2,5-Bis(2,2,2-trifluoroethoxy)phenyl]-3-(4-methoxyphenyl)-2-propen-1-one), solid. Yield: 27.3%. RXN SMILES: [CH3:1][C:2]([C:4]1[CH:9]=[C:8]([O:10][CH2:11][C:12]([F:15])([F:14])[F:13])[CH:7]=[CH:6][C:5]=1[O:16][CH2:17][C:18]([F:21])([F:20])[F:19])=[O:3].[CH:22](=O)[C:23]1[CH:28]=[CH:27][C:26]([O:29][CH3:30])=[CH:25][CH:24]=1>>[F:21][C:18]([F:19])([F:20])[CH2:17][O:16][C:5]1[CH:6]=[CH:7][C:8]([O:10][CH2:11][C:12]([F:13])([F:14])[F:15])=[CH:9][C:4]=1[C:2](=[O:3])[CH:1]=[CH:22][C:23]1[CH:28]=[CH:27][C:26]([O:29][CH3:30])=[CH:25][CH:24]=1. Procedure details: The title compound was prepared by heating a mixture of 2,5-bis(2,2,2-trifluoroethoxy)acetophenone (200 mg, 0.633 mmol) and p-anisaldehyde (77 ul, 0.633 mmol) similar to Example 1 and isolated as a yellow solid (75 mg, 27.3%). 1H NMR (CDCl3): 7.66 (d, J=15.9 Hz, 1H), 7.56 (d, J=9.0 Hz, 2H), 7.32 (d, J=15.6 Hz, 1H), 7.28 (d, J=3.3 Hz, 2H), 7.11 (dd, J=3.3, 9.0 Hz, 1H), 6.94 (t, J=8.7 Hz, 2H), 4.44-4.33 (m, 4H), 3.86 (s, 3H). Reactants: CCOC(=O)CCCBr, O=C([O-])[O-], CC(C)Oc1ccc(-c2nc(-c3ccc4c(c3)CCCNC4)no2)cc1C#N, CCOC(C)=O, Cl, [Cs+], [Cs+], CN(C)C=O. Product: CCOC(=O)CCCN1CCCc2cc(-c3noc(-c4ccc(OC(C)C)c(C#N)c4)n3)ccc2C1. Reaction SMILES: [Br:36][CH2:37][CH2:38][CH2:39][C:40](=[O:41])[O:42][CH2:43][CH3:44].[C:30](=[O:31])([O-:32])[O-:33].[CH3:2][CH:3]([CH3:4])[O:5][c:6]1[c:7]([C:8]#[N:9])[cH:10][c:11](-[c:14]2[n:15][c:16](-[c:19]3[cH:20][cH:21][c:22]4[c:23]([cH:29]3)[CH2:24][CH2:25][CH2:26][NH:27][CH2:28]4)[n:17][o:18]2)[cH:12][cH:13]1.[CH3:45][CH2:46][O:47][C:48]([CH3:49])=[O:50].[ClH:1].[Cs+:34].[Cs+:35].[O:51]=[CH:52][N:53]([CH3:54])[CH3:55]>>[CH3:2][CH:3]([CH3:4])[O:5][c:6]1[c:7]([C:8]#[N:9])[cH:10][c:11](-[c:14]2[n:15][c:16](-[c:19]3[cH:20][cH:21][c:22]4[c:23]([cH:29]3)[CH2:24][CH2:25][CH2:26][N:27]([CH2:37][CH2:38][CH2:39][C:40](=[O:41])[O:42][CH2:43][CH3:44])[CH2:28]4)[n:17][o:18]2)[cH:12][cH:13]1. Starting materials: Cl (hydrogen chloride), [N-]=[N+]=[N-] (azide), Cl.N[C@H](C(C(=O)OC(C)C)O)CC(C)C (isopropyl (2RS,3S)-3-amino-2-hydroxy-5-methylhexanoate hydrochloride), hydrazide, COC1=CC=C(COC(=O)N[C@@H](CC2=CNC=N2)C(=O)N=[N+]=[N-])C=C1 (N-(4-methoxybenzyloxycarbonyl)-L-histidine azide), N(=O)OCCC(C)C (isoamyl nitrite), hydrazide. Run in CN(C=O)C (N,N-dimethylformamide), CN(C=O)C (N,N-dimethylformamide), C(C)N(CC)CC (triethylamine), C(C)N(CC)CC (triethylamine), CN(C=O)C (N,N-dimethylformamide). Reaction conditions: time 16 hour. Product: COC1=CC=C(COC(=O)N[C@@H](CC2=CNC=N2)C(=O)N[C@H](C(C(=O)OC(C)C)O)CC(C)C)C=C1 (isopropyl (2RS,3S)-3-[N-(4-methoxybenzyloxycarbonyl)-L-histidyl]amino-2-hydroxy-5-methylhexanoate). RXN SMILES: Cl.N(OCCC(C)C)=O.[CH3:10][O:11][C:12]1[CH:34]=[CH:33][C:15]([CH2:16][O:17][C:18]([NH:20][C@H:21]([C:28]([N:30]=[N+]=[N-])=[O:29])[CH2:22][C:23]2[N:27]=[CH:26][NH:25][CH:24]=2)=[O:19])=[CH:14][CH:13]=1.[N-]=[N+]=[N-].Cl.N[C@@H:40]([CH2:49][CH:50]([CH3:52])[CH3:51])[CH:41]([OH:48])[C:42]([O:44][CH:45]([CH3:47])[CH3:46])=[O:43]>CN(C)C=O.C(N(CC)CC)C>[CH3:10][O:11][C:12]1[CH:34]=[CH:33][C:15]([CH2:16][O:17][C:18]([NH:20][C@H:21]([C:28]([NH:30][C@@H:40]([CH2:49][CH:50]([CH3:52])[CH3:51])[CH:41]([OH:48])[C:42]([O:44][CH:45]([CH3:46])[CH3:47])=[O:43])=[O:29])[CH2:22][C:23]2[N:27]=[CH:26][NH:25][CH:24]=2)=[O:19])=[CH:14][CH:13]=1 |f:4.5|. Procedure: To a suspension of the hydrazide compound in 5 ml of N,N-dimethylformamide were added successively 0.90 ml of a dry 5.1N-hydrogen chloride in N,N-dimethylformamide solution and 0.23 ml of isoamyl nitrite at -20° C. with stirring. After disappearance of hydrazide compound, the reaction mixture was cooled to -30° C., and then the reaction mixture was neutralized by adding 0.67 ml of triethylamine to prepare a solution of N-(4-methoxybenzyloxycarbonyl)-L-histidine azide. The cold azide solution was... As a reaction SMILES: [Br:25][c:26]1[cH:27][n:28][c:29]2[c:30]([NH:39][CH2:40][C:41]([CH3:42])([CH3:43])[NH:44][C:45]([O:46][C:47]([CH3:48])([CH3:49])[CH3:50])=[O:51])[c:31]([N+:36]([O-:37])=[O:38])[cH:32][n:33][c:34]2[cH:35]1.[CH3:52][C:53]#[N:54].[NH2:1][c:2]1[c:3]2[n:4][c:5]([CH2:6][O:7][CH2:8][CH3:9])[n:10]([CH2:11][C:12]([CH3:13])([OH:14])[CH3:15])[c:16]2[c:17]2[n:18][cH:19][c:20]([Br:21])[cH:22][c:23]2[n:24]1>>[Br:25][c:26]1[cH:27][n:28][c:29]2[c:30]([NH:39][CH2:40][C:41]([CH3:42])([CH3:43])[NH:44][C:45]([O:46][C:47]([CH3:48])([CH3:49])[CH3:50])=[O:51])[c:31]([NH2:36])[cH:32][n:33][c:34]2[cH:35]1. The product is CC(C)(CNc1c(N)cnc2cc(Br)cnc12)NC(=O)OC(C)(C)C. Reactants: CC(C)(CNc1c([N+](=O)[O-])cnc2cc(Br)cnc12)NC(=O)OC(C)(C)C, CC#N, CCOCc1nc2c(N)nc3cc(Br)cnc3c2n1CC(C)(C)O. The reactants are ClC1=CC=C2C(=C(NC2=C1)C)SC=1C=C(C=CC1)CC(=O)O ([3-(6-chloro-2-methyl-1H-indol-3-ylsulfanyl)-phenyl]-acetic acid), COCCBr (2-bromethyl methyl ether). Yields the product ClC1=CC=C2C(=C(N(C2=C1)CCOC)C)SC=1C=C(C=CC1)CC(=O)O ({3-[6-Chloro-1-(2-methoxy-ethyl)-2-methyl-1H-indol-3-ylsulfanyl]-phenyl}-acetic acid). As a reaction SMILES: [Cl:1][C:2]1[CH:10]=[C:9]2[C:5]([C:6]([S:12][C:13]3[CH:14]=[C:15]([CH2:19][C:20]([OH:22])=[O:21])[CH:16]=[CH:17][CH:18]=3)=[C:7]([CH3:11])[NH:8]2)=[CH:4][CH:3]=1.[CH3:23][O:24][CH2:25][CH2:26]Br>>[Cl:1][C:2]1[CH:10]=[C:9]2[C:5]([C:6]([S:12][C:13]3[CH:14]=[C:15]([CH2:19][C:20]([OH:22])=[O:21])[CH:16]=[CH:17][CH:18]=3)=[C:7]([CH3:11])[N:8]2[CH2:26][CH2:25][O:24][CH3:23])=[CH:4][CH:3]=1. Reported procedure: Prepared according to the procedure described in Example 4, Step 1, using the following starting materials: [3-(6-chloro-2-methyl-1H-indol-3-ylsulfanyl)-phenyl]-acetic acid and 2-bromethyl methyl ether. Starting materials: IC1=CC2=C(OCC(CO2)(C)C)C=C1 (7-iodo-3,3-dimethyl-3,4-dihydro-2H-benzo[b][1,4]dioxepine), C[Si](C)(C)C#C (Trimetylsilylacetylene), CCOC(=O)C (AcOEt), O=[Si]=O (dicalite). The reagents and catalysts are Cl[Pd]([P](C1=CC=CC=C1)(C2=CC=CC=C2)C3=CC=CC=C3)([P](C4=CC=CC=C4)(C5=CC=CC=C5)C6=CC=CC=C6)Cl (PdCl2(PPh3)2), [Cu]I (copper(I) iodide). Run in C(C)(C)NC(C)C (diisopropylamine), C1CCOC1 (THF). Conditions: temperature 57 celsius. Product: CC1(COC2=C(OC1)C=CC(=C2)C#C[Si](C)(C)C)C ((3,3-Dimethyl-3,4-dihydro-2H-benzo[b][1,4]dioxepin-7-ylethynyl)-trimethyl-silane). Reaction SMILES: I[C:2]1[CH:14]=[CH:13][C:5]2[O:6][CH2:7][C:8]([CH3:12])([CH3:11])[CH2:9][O:10][C:4]=2[CH:3]=1.[CH3:15][Si:16]([C:19]#[CH:20])([CH3:18])[CH3:17].CCOC(C)=O.O=[Si]=O>C(NC(C)C)(C)C.C1COCC1.Cl[Pd](Cl)([P](C1C=CC=CC=1)(C1C=CC=CC=1)C1C=CC=CC=1)[P](C1C=CC=CC=1)(C1C=CC=CC=1)C1C=CC=CC=1.[Cu]I>[CH3:11][C:8]1([CH3:12])[CH2:7][O:6][C:5]2[CH:13]=[CH:14][C:2]([C:20]#[C:19][Si:16]([CH3:18])([CH3:17])[CH3:15])=[CH:3][C:4]=2[O:10][CH2:9]1 |^1:44,63|. Procedure: To a mixture of [PdCl2(PPh3)2] (1.73 g) and copper(I) iodide (845 mg) under Ar is added a degassed solution of 7-iodo-3,3-dimethyl-3,4-dihydro-2H-benzo[b][1,4]dioxepine (7) (15.0 g) in diisopropylamine (225 ml) and THF (225 ml). Trimetylsilylacetylene (7.27 g) is added and the mixture is stirred over night at 57° C. After addition of AcOEt (1 L) and filtration over dicalite, the solution is washed with 1 N aq. HCl sol. (3×1 L) and brine (2×1 L). The organic layer is dried over Na2SO4 and the sol... Procedure: 2-Benzylamino-5-methyl-7-propylimidazo[5,1-f]-as-triazine was prepared from 2-benzylamino-3,4-dihydro-5-methyl-7-propylimidazo[5,1-f]-as-triazine (Example 12b). It was converted into its hydrogen maleate which had m.p. 141°-142°. Yields the product C(C1=CC=CC=C1)NC1=NN2C(C=N1)=C(N=C2CCC)C (2-Benzylamino-5-methyl-7-propylimidazo[5,1-f]-as-triazine). The reactants are C(C1=CC=CC=C1)NC1=NN2C(CN1)=C(N=C2CCC)C (2-benzylamino-3,4-dihydro-5-methyl-7-propylimidazo[5,1-f]-as-triazine), C(\C=C/C(=O)[O-])(=O)O (hydrogen maleate). Reaction SMILES: [CH2:1]([NH:8][C:9]1[NH:14][CH2:13][C:12]2=[C:15]([CH3:21])[N:16]=[C:17]([CH2:18][CH2:19][CH3:20])[N:11]2[N:10]=1)[C:2]1[CH:7]=[CH:6][CH:5]=[CH:4][CH:3]=1.C(O)(=O)/C=C\C([O-])=O>>[CH2:1]([NH:8][C:9]1[N:14]=[CH:13][C:12]2=[C:15]([CH3:21])[N:16]=[C:17]([CH2:18][CH2:19][CH3:20])[N:11]2[N:10]=1)[C:2]1[CH:7]=[CH:6][CH:5]=[CH:4][CH:3]=1. Reactants: O=O (oxygen), C(C)(=O)O (acetic acid), FC1=C(C=C(C=C1)OC)C (4-fluoro-3-methylanisole), Br (HBr), C(C)(=O)O (acetic acid). The reagents and catalysts are O.O.O.O.C(C)(=O)[O-].[Co+2].C(C)(=O)[O-] (cobalt(II)acetate tetrahydrate). The product is FC1=C(C(=O)O)C=C(C=C1)OC (2-Fluoro-5-methoxybenzoic acid). As a reaction SMILES: [F:1][C:2]1C=[CH:6][C:5]([O:8][CH3:9])=[CH:4][C:3]=1C.Br.O=O.[C:14]([OH:17])(=[O:16])[CH3:15]>O.O.O.O.C([O-])(=O)C.[Co+2].C([O-])(=O)C>[F:1][C:2]1[CH:3]=[CH:4][C:5]([O:8][CH3:9])=[CH:6][C:15]=1[C:14]([OH:17])=[O:16] |f:4.5.6.7.8.9.10|. Procedure details: The title compound was prepared according to a method reported by Hay and Blanchard [Canad. J. Chem. 43, 1306 (1965)]. In a three-necked round-bottom flask (1000 mL), equipped with a magnetic stirrer, thermometer, reflux condensor and a gas distribution tube, cobalt(II)acetate tetrahydrate (12.6 g; 51 mmol) was dissolved in glacial acetic acid (404 mL) by stirring. Commercial 4-fluoro-3-methylanisole (35.4, 252 mmol) and 33% HBr in acetic acid (10.1 mL; 51 mmol) were added and then the mixture w... The reactants are NC1=C(C(=O)NCC(CN2C=NC=C2)C)C=C(C=C1)[N+](=O)[O-] (2-amino-N-[3-(1H-imidazol-1-yl)-2-methylpropyl]-5-nitrobenzamide), C(OCC)(OCC)OCC (triethyl orthoformate). As a reaction SMILES: [NH2:1][C:2]1[CH:19]=[CH:18][C:17]([N+:20]([O-:22])=[O:21])=[CH:16][C:3]=1[C:4]([NH:6][CH2:7][CH:8]([CH3:15])[CH2:9][N:10]1[CH:14]=[CH:13][N:12]=[CH:11]1)=[O:5].[CH:23](OCC)(OCC)OCC>>[N:10]1([CH2:9][CH:8]([CH3:15])[CH2:7][N:6]2[C:4](=[O:5])[C:3]3[C:2](=[CH:19][CH:18]=[C:17]([N+:20]([O-:22])=[O:21])[CH:16]=3)[N:1]=[CH:23]2)[CH:14]=[CH:13][N:12]=[CH:11]1. Procedure details: A mixture of 3.03 g of 2-amino-N-[3-(1H-imidazol-1-yl)-2-methylpropyl]-5-nitrobenzamide and 10 ml of triethyl orthoformate is heated at reflux temperature for 20 hours and concentrated to obtain the above compound. Product: N1(C=NC=C1)CC(CN1C=NC2=CC=C(C=C2C1=O)[N+](=O)[O-])C (3-[3-(1H-Imidazol-1-yl)-2-methylpropyl]-6-nitro 4(3H)-quinazolinone). Starting materials: S(=O)(Cl)Cl (thionyl chloride), N1CCOCC1 (morpholine), C1(=CC=CC=C1)C (toluene), [OH-].[Na+] (NaOH), 2-chlorohydrin. Conditions: time 12 hour. The product is Cl.ClCCN1CCOCC1 (N-(2-chloroethyl) morpholine hydrochloride). The yield is 55.0%. RXN SMILES: [NH:1]1[CH2:6][CH2:5][O:4][CH2:3][CH2:2]1.[OH-].[Na+].S(Cl)([Cl:11])=O.[C:13]1([CH3:19])C=CC=CC=1>>[ClH:11].[Cl:11][CH2:13][CH2:19][N:1]1[CH2:6][CH2:5][O:4][CH2:3][CH2:2]1 |f:1.2,5.6|. Procedure details: Into 5 g (57 mmol) morpholine dissolved in 15 ml toluene, 4.6 ml (69 mmol) of 2-chlorohydrin was added dropwise. The mixture was heated to the reflux temperature and reacted for 5 h. After cooling, 20 ml of 5% NaOH solution was added to wash the reaction mixture. The organic layer obtained was washed with a saturated saline solution and dried over anhydrous sodium sulfate, then filtrated. Into the filtrate cooled in an ice bath, 8.3 ml (114 mmol) of thionyl chloride was added dropwise. After rea...